Dataset: the Open Reaction Database (ORD), a public repository of structured organic reaction records. Task: describe an organic reaction: reactants, conditions, products, and yield Reaction SMILES: [Br:1][C:2]1[C:11]([NH:12][C:13]2[NH:14][CH2:15][CH2:16][N:17]=2)=[CH:10][CH:9]=[C:8]2[C:3]=1[NH:4][C:5](=O)[C:6]([CH3:19])([CH3:18])[NH:7]2>O1CCCC1>[Br:1][C:2]1[C:11]([NH:12][C:13]2[NH:14][CH2:15][CH2:16][N:17]=2)=[CH:10][CH:9]=[C:8]2[C:3]=1[NH:4][CH2:5][C:6]([CH3:19])([CH3:18])[NH:7]2. Reactants: BrC1=C2NC(C(NC2=CC=C1NC=1NCCN1)(C)C)=O (5-bromo-1,2-dihydro-2,2-dimethyl-6-(2-imidazolin-2-ylamino)-3-(4H)-quinoxalinone). Product: BrC1=C2NCC(NC2=CC=C1NC=1NCCN1)(C)C (5-bromo-2,2-dimethyl-6-(2-imidazolin-2-ylamino)-1,2,3,4-tetrahydroquinoxaline). The solvent is O1CCCC1 (tetrahydrofuran). Run at temperature 0 celsius. Procedure: A suspension of 5-bromo-1,2-dihydro-2,2-dimethyl-6-(2-imidazolin-2-ylamino)-3-(4H)-quinoxalinone (150 mg, 0.45 mmol) and LiALH4 (17 mg, 0.45 mmol) in tetrahydrofuran (3 ml) is heated and maintained at a temperature of 50°-80° C. until the starting material is consumed. The mixture is cooled to 0° C., 2-3 drops of H2O is added and the mixture is filtered. The solution is concentrated in vacuo to yield a residue which is chromatographed on silica gel with CHCl3 : CH3OH saturated with NH3 (g) eluti... Starting materials: O=[N+]([O-])c1cccc(Br)c1O, CCO, Nc1cc(Br)cc(Br)c1O, O, O. Product: Nc1cccc(Br)c1O. As a reaction SMILES: [Br:1][c:2]1[c:3]([OH:11])[c:4]([N+:8]([O-:9])=[O:10])[cH:5][cH:6][cH:7]1.[CH2:23]([OH:24])[CH3:25].[NH2:12][c:13]1[c:14]([OH:15])[c:16]([Br:17])[cH:18][c:19]([Br:20])[cH:21]1.[OH2:22].[OH2:26]>>[Br:1][c:2]1[c:3]([OH:11])[c:4]([NH2:8])[cH:5][cH:6][cH:7]1. Starting materials: BrC=1C(CCC2(CC3=CC(=CC=C3C12)OC)CCCC)=O (4-bromo-9a-butyl-7-methoxy-1,2,9,9a-tetrahydro-3H-fluoren-3-one), C(CCC)[Sn](C1=CC=C(C=C1)OCOC)(CCCC)CCCC (tributyl-(4-methoxymethoxy-phenyl)-stannane). Reagents/catalysts: C=1C=CC(=CC1)[P](C=2C=CC=CC2)(C=3C=CC=CC3)[Pd]([P](C=4C=CC=CC4)(C=5C=CC=CC5)C=6C=CC=CC6)([P](C=7C=CC=CC7)(C=8C=CC=CC8)C=9C=CC=CC9)[P](C=1C=CC=CC1)(C=1C=CC=CC1)C=1C=CC=CC1 (Pd(PPh3)4). Solvent: C1(=CC=CC=C1)C (toluene). Run at temperature 100 celsius, time 22 hour. Product: C(CCC)C12CC3=CC(=CC=C3C2=C(C(CC1)=O)C1=CC=C(C=C1)OCOC)OC (9a-butyl-7-methoxy-4-(4-methoxymethoxy-phenyl)-1,2,9,9a-tetrahydro-3H-fluoren-3-one). Yield: 84.5%. As a reaction SMILES: Br[C:2]1[C:3](=[O:21])[CH2:4][CH2:5][C:6]2([CH2:17][CH2:18][CH2:19][CH3:20])[C:14]=1[C:13]1[C:8](=[CH:9][C:10]([O:15][CH3:16])=[CH:11][CH:12]=1)[CH2:7]2.C([Sn](CCCC)(CCCC)[C:27]1[CH:32]=[CH:31][C:30]([O:33][CH2:34][O:35][CH3:36])=[CH:29][CH:28]=1)CCC>C1(C)C=CC=CC=1.C1C=CC([P]([Pd]([P](C2C=CC=CC=2)(C2C=CC=CC=2)C2C=CC=CC=2)([P](C2C=CC=CC=2)(C2C=CC=CC=2)C2C=CC=CC=2)[P](C2C=CC=CC=2)(C2C=CC=CC=2)C2C=CC=CC=2)(C2C=CC=CC=2)C2C=CC=CC=2)=CC=1>[CH2:17]([C:6]12[CH2:5][CH2:4][C:3](=[O:21])[C:2]([C:27]3[CH:32]=[CH:31][C:30]([O:33][CH2:34][O:35][CH3:36])=[CH:29][CH:28]=3)=[C:14]1[C:13]1[C:12](=[CH:11][C:10]([O:15][CH3:16])=[CH:9][CH:8]=1)[CH2:7]2)[CH2:18][CH2:19][CH3:20] |^1:55,57,76,95|. Procedure: A mixture of 4-bromo-9a-butyl-7-methoxy-1,2,9,9a-tetrahydro-3H-fluoren-3-one (800 mg, 2.29 mmol), Pd(PPh3)4 (132 mg, 0.114 mmol), and tributyl-(4-methoxymethoxy-phenyl)-stannane (1.174 g, 2.75 mmol) in anhydrous toluene (11.5 mL) was placed under a nitrogen atmosphere and heated with stirring in an oil bath at 100° C. After 22 hours, the mixture was cooled to room temperature and evaporated under vacuum to a dark oil (2.208 g). This material was purified by chromatography on EM silica gel 60 (23... Reactants: CC1CN(c2ncc(Br)cc2Cl)CCN1, CCO, CC1CCCN1c1nc(Cl)cc(-c2ccc(F)cc2)n1, [Na+], O=C([O-])O. Product: CC1CN(c2ncc(Br)cc2Cl)CCN1c1cc(-c2ccc(F)cc2)nc(N2CCCC2C)n1. Reaction SMILES: [Br:21][c:22]1[cH:23][c:24]([Cl:35])[c:25]([N:28]2[CH2:29][CH:30]([CH3:34])[NH:31][CH2:32][CH2:33]2)[n:26][cH:27]1.[CH3:41][CH2:42][OH:43].[Cl:1][c:2]1[n:3][c:4]([N:15]2[CH:16]([CH3:20])[CH2:17][CH2:18][CH2:19]2)[n:5][c:6](-[c:8]2[cH:9][cH:10][c:11]([F:14])[cH:12][cH:13]2)[cH:7]1.[Na+:40].[O-:36][C:37]([OH:38])=[O:39]>>[c:2]1([N:31]2[CH:30]([CH3:34])[CH2:29][N:28]([c:25]3[c:24]([Cl:35])[cH:23][c:22]([Br:21])[cH:27][n:26]3)[CH2:33][CH2:32]2)[n:3][c:4]([N:15]2[CH:16]([CH3:20])[CH2:17][CH2:18][CH2:19]2)[n:5][c:6](-[c:8]2[cH:9][cH:10][c:11]([F:14])[cH:12][cH:13]2)[cH:7]1.